Task: describe an organic reaction: reactants, conditions, products, and yield. Dataset: the Open Reaction Database (ORD), a public repository of structured organic reaction records Starting materials: CS(=O)(=O)Cl (methanesulphonyl chloride), Cl.NC(CNC(CN1N=C(N(C1=O)C[C@@H](C(F)(F)F)O)C1=CC=C(C=C1)Cl)=O)C1=CC(=CC=C1)C(F)(F)F (N-{2-Amino-2-[3-(trifluoromethyl)phenyl]ethyl}-2-{3-(4-chlorophenyl)-5-oxo-4-[(2S)-3,3,3-trifluoro-2-hydroxypropyl]-4,5-dihydro-1H-1,2,4-triazol-1-yl}acetamide hydrochloride), CS(=O)(=O)Cl (methane-sulphonyl chloride), O (water), CO (methanol). The solvent is CS(=O)C (DMSO), N1=CC=CC=C1 (pyridine). Conditions: time 8 hour. Yields the product ClC1=CC=C(C=C1)C1=NN(C(N1C[C@@H](C(F)(F)F)O)=O)CC(=O)NCC(C1=CC(=CC=C1)C(F)(F)F)NS(=O)(=O)C (2-{3-(4-Chlorophenyl)-5-oxo-4-[(2S)-3,3,3-trifluoro-2-hydroxypropyl]-4,5-dihydro-1H-1,2,4-triazol-1-yl}-N-{2-[(methylsulphonyl)amino]-2-[3-(trifluoromethyl)phenyl]ethyl}acetamide). As a reaction SMILES: [CH3:1][S:2](Cl)(=[O:4])=[O:3].Cl.[NH2:7][CH:8]([C:34]1[CH:39]=[CH:38][CH:37]=[C:36]([C:40]([F:43])([F:42])[F:41])[CH:35]=1)[CH2:9][NH:10][C:11](=[O:33])[CH2:12][N:13]1[C:17](=[O:18])[N:16]([CH2:19][C@H:20]([OH:25])[C:21]([F:24])([F:23])[F:22])[C:15]([C:26]2[CH:31]=[CH:30][C:29]([Cl:32])=[CH:28][CH:27]=2)=[N:14]1.O.CO>N1C=CC=CC=1.CS(C)=O>[Cl:32][C:29]1[CH:30]=[CH:31][C:26]([C:15]2[N:16]([CH2:19][C@H:20]([OH:25])[C:21]([F:24])([F:22])[F:23])[C:17](=[O:18])[N:13]([CH2:12][C:11]([NH:10][CH2:9][CH:8]([NH:7][S:2]([CH3:1])(=[O:4])=[O:3])[C:34]3[CH:39]=[CH:38][CH:37]=[C:36]([C:40]([F:41])([F:42])[F:43])[CH:35]=3)=[O:33])[N:14]=2)=[CH:27][CH:28]=1 |f:1.2|. Procedure details: 4 μl (56 μmol) of methanesulphonyl chloride were added to a solution of 30 mg (51 μmol) of the compound of Example 58A in 0.5 ml of pyridine, and the mixture was stirred at RT overnight. Since HPLC analysis showed a lot of remaining starting material, further equivalents of methane-sulphonyl chloride (3.1 eq. in total) were added a little at a time until complete conversion had been achieved. 100 μl each of water and methanol were then added. After 5 min of stirring, the reaction mixture was dil...